From a dataset of the Open Reaction Database (ORD), a public repository of structured organic reaction records. describe an organic reaction: reactants, conditions, products, and yield Procedure details: To a solution of 1.84 g of 10,11-dihydro-5H-pyrrolo[2,1-c][1,4]benzodiazepine in 25 ml of methylene chloride is added 1.30 g of N,N-diisopropylethylamine. While cooling in an ice bath, a solution of 3.45 g of [4-[(2-methyl-5-fluorobenzoyl)amino]-2-chlorobenzoyl chloride in 50 ml of methylene chloride is added. The reaction mixture becomes homogeneous after 5 minutes and is stirred at room temperature for 18 hours. Water is added and the separated organic layer washed with saturated sodium bicarb... RXN SMILES: [CH:1]1[CH:2]=[CH:3][N:4]2[CH2:10][C:9]3[CH:11]=[CH:12][CH:13]=[CH:14][C:8]=3[NH:7][CH2:6][C:5]=12.C(N(CC)C(C)C)(C)C.[CH3:24][C:25]1[CH:43]=[CH:42][C:41]([F:44])=[CH:40][C:26]=1[C:27]([NH:29][C:30]1[CH:38]=[CH:37][C:33]([C:34](Cl)=[O:35])=[C:32]([Cl:39])[CH:31]=1)=[O:28].O>C(Cl)Cl>[CH:1]1[CH:2]=[CH:3][N:4]2[CH2:10][C:9]3[CH:11]=[CH:12][CH:13]=[CH:14][C:8]=3[N:7]([C:34]([C:33]3[CH:37]=[CH:38][C:30]([NH:29][C:27](=[O:28])[C:26]4[CH:40]=[C:41]([F:44])[CH:42]=[CH:43][C:25]=4[CH3:24])=[CH:31][C:32]=3[Cl:39])=[O:35])[CH2:6][C:5]=12. Reaction conditions: time 5 minute. The solvent is C(Cl)Cl (methylene chloride), C(Cl)Cl (methylene chloride). Yields the product C=1C=CN2C1CN(C1=C(C2)C=CC=C1)C(=O)C1=C(C=C(C=C1)NC(C1=C(C=CC(=C1)F)C)=O)Cl (N-[4-(5H-pyrrolo[2,1-c][1,4]benzodiazepin-10(11H)-ylcarbonyl)-3-chlorophenyl]-5-fluoro-2-methylbenzamide). Reactants: C=1C=CN2C1CNC1=C(C2)C=CC=C1 (10,11-dihydro-5H-pyrrolo[2,1-c][1,4]benzodiazepine), C(C)(C)N(C(C)C)CC (N,N-diisopropylethylamine), CC1=C(C(=O)NC2=CC(=C(C(=O)Cl)C=C2)Cl)C=C(C=C1)F (4-[(2-methyl-5-fluorobenzoyl)amino]-2-chlorobenzoyl chloride), O (Water). Reactants: C1(CCC(=O)O1)=O (succinic anhydride), NC1=CC=NC=C1 (4-amino-pyridine). Run in C=1(C(=CC=CC1)C)C (xylene). Product: N1=CC=C(C=C1)N1C(CCC1=O)=O (1-(4-pyridyl)-pyrrolidin-2,5-dione). Reaction SMILES: [C:1]1(=[O:7])O[C:4](=[O:5])[CH2:3][CH2:2]1.[NH2:8][C:9]1[CH:14]=[CH:13][N:12]=[CH:11][CH:10]=1>C1(C)C(C)=CC=CC=1>[N:12]1[CH:13]=[CH:14][C:9]([N:8]2[C:4](=[O:5])[CH2:3][CH2:2][C:1]2=[O:7])=[CH:10][CH:11]=1. Reported procedure: The starting material is prepared as follows: The mixture of 20 g of succinic anhydride, 19 g of 4-amino-pyridine, and 450 ml of xylene is refluxed for 24 hours with stirring. It is allowed to cool to room temperature and the solids are collected. They are extracted 3 times with 200 ml of methylene chloride at reflux and the combined extracts are evaporated and the residue recrystallized from ethanol, to yield the 1-(4-pyridyl)-pyrrolidin-2,5-dione. Starting materials: Cn1c(Cl)nc2c(N3CCN(C(=O)OC(C)(C)C)CC3)ncnc21, O=C([O-])O, CC(=O)[O-], CS(C)=O, [Na+], [Na+]. Product: Cn1c(=O)[nH]c2c(N3CCN(C(=O)OC(C)(C)C)CC3)ncnc21. Reaction SMILES: [C:11]([CH3:12])([CH3:13])([CH3:14])[O:15][C:16](=[O:17])[N:18]1[CH2:19][CH2:20][N:21]([c:24]2[c:25]3[n:26][c:27]([Cl:34])[n:28]([CH3:33])[c:29]3[n:30][cH:31][n:32]2)[CH2:22][CH2:23]1.[C:6](=[O:7])([OH:8])[O-:9].[CH3:2][C:3]([O-:4])=[O:5].[CH3:35][S:36]([CH3:37])=[O:38].[Na+:10].[Na+:1]>>[O:4]=[c:27]1[nH:26][c:25]2[c:24]([N:21]3[CH2:20][CH2:19][N:18]([C:16]([O:15][C:11]([CH3:12])([CH3:13])[CH3:14])=[O:17])[CH2:23][CH2:22]3)[n:32][cH:31][n:30][c:29]2[n:28]1[CH3:33]. Reactants: N=1N(N=CC1)C=1C=C(C=CC1)NC1=C(C(=O)N)C=C(C(=N1)N[C@H]1[C@H](CCCC1)NC(=O)OC(C)(C)C)C#N (2-(3-(2H-1,2,3-triazol-2-yl)phenylamino)-6-((1R,2S)-2-tert-butyloxycarbonylaminocyclohexylamino)-5-cyanonicotinamide), C(=O)([O-])[O-].[K+].[K+] (K2CO3), OO (H2O2), O (water). Run in CS(=O)C (DMSO). Reaction conditions: time 5 minute. The product is N=1N(N=CC1)C=1C=C(C=CC1)NC1=NC(=C(C=C1C(=O)N)C(=O)N)N[C@H]1[C@H](CCCC1)N (2-(3-(2H-1,2,3-triazol-2-yl)phenylamino)-6-((1R,2S)-2-aminocyclohexylamino)pyridine-3,5-dicarboxamide). Yield: 38.3%. As a reaction SMILES: [N:1]1[N:2]([C:6]2[CH:7]=[C:8]([NH:12][C:13]3[N:21]=[C:20]([NH:22][C@@H:23]4[CH2:28][CH2:27][CH2:26][CH2:25][C@@H:24]4[NH:29]C(OC(C)(C)C)=O)[C:19]([C:37]#[N:38])=[CH:18][C:14]=3[C:15]([NH2:17])=[O:16])[CH:9]=[CH:10][CH:11]=2)[N:3]=[CH:4][CH:5]=1.C([O-])([O-])=[O:40].[K+].[K+].OO.O>CS(C)=O>[N:1]1[N:2]([C:6]2[CH:7]=[C:8]([NH:12][C:13]3[C:14]([C:15]([NH2:17])=[O:16])=[CH:18][C:19]([C:37]([NH2:38])=[O:40])=[C:20]([NH:22][C@@H:23]4[CH2:28][CH2:27][CH2:26][CH2:25][C@@H:24]4[NH2:29])[N:21]=3)[CH:9]=[CH:10][CH:11]=2)[N:3]=[CH:4][CH:5]=1 |f:1.2.3|. Reported procedure: To a solution of 2-(3-(2H-1,2,3-triazol-2-yl)phenylamino)-6-((1R,2S)-2-tert-butyloxycarbonylaminocyclohexylamino)-5-cyanonicotinamide (50 mg, 0.12 mmol) in DMSO (1 mL) was added K2CO3 (200 mg, 1.45 mmol) and H2O2 (50% in H2O, 0.8 mL) at ambient temperature (caution: gas evolution). After stirring for 5 min, it was added water, the resulting precipitate was collected by filtration and was treated with TFA in DCM, 10 min later, the solution was concentrated and purified by preparative HPLC to give...